describe an organic reaction: reactants, conditions, products, and yield From a dataset of the Open Reaction Database (ORD), a public repository of structured organic reaction records. The reactants are C(CCC)[Li] (n-butyllithium), hexanes, C(C)(C)NC(C)C (diisopropylamine), BrCC1=NC2=CC=C(C=C2C=C1)OC (2-(bromomethyl)-6-methoxyquinoline), C(C)(C)[N-]C(C)C.[Li+] (lithium diisopropylamide), C(C)(=O)OC(C)(C)C (t-butyl acetate). Run in CCOCC (ether), O1CCCC1 (tetrahydrofuran), O1CCCC1 (tetrahydrofuran), O1CCCC1 (tetrahydrofuran). Conditions: temperature 10 celsius, time 12 minute. The product is CC(C)(C)OC(CCC1=NC2=CC=C(C=C2C=C1)OC)=O (6-Methoxy-2-quinolinepropanoic Acid 1,1-Dimethylethyl Ester). Isolated yield 33.8%. RXN SMILES: C(NC(C)C)(C)C.C([Li])CCC.C([N-]C(C)C)(C)C.[Li+].[C:21]([O:24][C:25]([CH3:28])([CH3:27])[CH3:26])(=[O:23])[CH3:22].Br[CH2:30][C:31]1[CH:40]=[CH:39][C:38]2[C:33](=[CH:34][CH:35]=[C:36]([O:41][CH3:42])[CH:37]=2)[N:32]=1>O1CCCC1.CCOCC>[CH3:26][C:25]([O:24][C:21](=[O:23])[CH2:22][CH2:30][C:31]1[CH:40]=[CH:39][C:38]2[C:33](=[CH:34][CH:35]=[C:36]([O:41][CH3:42])[CH:37]=2)[N:32]=1)([CH3:28])[CH3:27] |f:2.3|. Reported procedure: To a solution of diisopropylamine (7.4 mL, 52.8 mmol) in 70 mL of tetrahydrofuran cooled to -78° C. was added a solution of 1.6M n-butyllithium in hexanes (31.4 mL, 50.2 mmol). After being stirred for 12 minutes, the resulting solution of lithium diisopropylamide was treated with a solution of t-butyl acetate (4.81 g, 41.4 mmol) in 70 mL of tetrahydrofuran, added slowly through an additional funnel. The reaction mixture was allowed to warm gradually to 10° C. over 3.75 hr, and then recooled to -... The reactants are NC1=NC(=CC=C1[N+](=O)[O-])Cl (2-amino-6-chloro-3-nitropyridine), SCCNC(OC(C)(C)C)=O (tert-butyl (2-mercaptoethyl)carbamate), N12CCCCCC2=NCCC1 (1,8-diazabicyclo(5.4.0)undec-7-ene). Yields the product NC1=C(C=CC(=N1)SCCNC(OC(C)(C)C)=O)[N+](=O)[O-] (tert-Butyl {2-[(6-amino-5-nitropyridin-2-yl)thio]ethyl}carbamate). As a reaction SMILES: [NH2:1][C:2]1[C:7]([N+:8]([O-:10])=[O:9])=[CH:6][CH:5]=[C:4](Cl)[N:3]=1.[SH:12][CH2:13][CH2:14][NH:15][C:16](=[O:22])[O:17][C:18]([CH3:21])([CH3:20])[CH3:19].N12CCCN=C1CCCCC2>>[NH2:1][C:2]1[N:3]=[C:4]([S:12][CH2:13][CH2:14][NH:15][C:16](=[O:22])[O:17][C:18]([CH3:20])([CH3:19])[CH3:21])[CH:5]=[CH:6][C:7]=1[N+:8]([O-:10])=[O:9]. Procedure details: tert-Butyl {2-[(6-amino-5-nitropyridin-2-yl)thio]ethyl}carbamate (Example 43A) is prepared in analogy to Example 42A from 2-amino-6-chloro-3-nitropyridine (500 mg, 2.9 mmol), tert-butyl (2-mercaptoethyl)carbamate (255 mg, 1.4 mmol) and 1,8-diazabicyclo(5.4.0)undec-7-ene (439 mg, 2.9 mmol). 422 mg (93% of theory) of product are obtained. Reactants: C(C)(C)NC1=NC=C(C=N1)C(=O)OC (2-isopropylamino-5-methoxycarbonylpyrimidine), S(=O)(=O)(OC)OC (dimethyl sulfate). The solvent is O1CCCC1 (tetrahydrofuran). Product: [OH-].C[N+]1=C(N=CC(=C1)C(=O)OC)NC(C)C (1-methyl-2-isopropylamino-5-methoxycarbonylpyrimidinium hydroxide). The yield is 233.8%. As a reaction SMILES: [CH:1]([NH:4][C:5]1[N:10]=[CH:9][C:8]([C:11]([O:13][CH3:14])=[O:12])=[CH:7][N:6]=1)([CH3:3])[CH3:2].S(OC)(O[CH3:19])(=O)=O>O1CCCC1>[OH-:12].[CH3:19][N+:10]1[CH:9]=[C:8]([C:11]([O:13][CH3:14])=[O:12])[CH:7]=[N:6][C:5]=1[NH:4][CH:1]([CH3:3])[CH3:2] |f:3.4|. Procedure details: A mixture of 27.45 g (0.140 mol) of 2-isopropylamino-5-methoxycarbonylpyrimidine and 56 ml (2 eq; 0.59 mol) of dimethyl sulfate in 440 ml of anhydrous tetrahydrofuran is refluxed for 24 hours. The reaction medium is extracted with ethyl acetate and water. Purification on silica gel (eluent: 95 CH2Cl2 [sic]/5% MeOH/saturation with gaseous NH3) of the oil resulting from the evaporation of the aqueous phases gives 37.2 g of 1-methyl-2-isopropylamino-5-methoxycarbonylpyrimidinium hydroxide (yield: 8... Reactants: CN1C=NC=C1C(=O)OCC (ethyl 1-methyl-5-imidazolecarboxylate), [OH-].[Na+] (NaOH), Cl (HCl). Run in C(C)O (ethanol), ice water. Reaction conditions: time 12 hour. Yields the product CN1C=NC=C1C(=O)O (1-methyl-5-imidazolecarboxylic acid). Isolated yield 68.7%. RXN SMILES: [CH3:1][N:2]1[C:6]([C:7]([O:9]CC)=[O:8])=[CH:5][N:4]=[CH:3]1.[OH-].[Na+].Cl>C(O)C>[CH3:1][N:2]1[C:6]([C:7]([OH:9])=[O:8])=[CH:5][N:4]=[CH:3]1 |f:1.2|. Reported procedure: A mixture of 1.5 g of ethyl 1-methyl-5-imidazolecarboxylate, 5 mL of ethanol and 5 mL of 10% NaOH was stirred at room temperature for 12 h. The mixture was acidified to pH 2 with conc. HCl, diluted with 10 mL of ice water. The precipitated product was collected by filtration in 2 crops. Drying under vacuum gave 843 mg of 1-methyl-5-imidazolecarboxylic acid as a white solid. The reactants are C1(CCCC(=O)O1)=O (glutaric anhydride), N1C(NC2=C1C=CC=C2)=O (benzimidazol-2(3H)-one), solid, ice, Cl (hydrochloric acid), [Cl-].[Al+3].[Cl-].[Cl-] (aluminium chloride). The solvent is ClCC(Cl)(Cl)Cl (tetrachloroethane), C([O-])(O)=O.[Na+] (sodium bicarbonate). Run at time 8 hour. Product: N1C(NC2=C1C=C(C=C2)C(CCCC(=O)O)=O)=O (5-(benzimidazol-2(3H)-one-6-yl)-5-oxopentanoic acid). RXN SMILES: [C:1]1(=[O:8])[O:7][C:5](=[O:6])[CH2:4][CH2:3][CH2:2]1.[NH:9]1[C:13]2[CH:14]=[CH:15][CH:16]=[CH:17][C:12]=2[NH:11][C:10]1=[O:18].[Cl-].[Al+3].[Cl-].[Cl-].Cl>ClCC(Cl)(Cl)Cl.C(=O)(O)[O-].[Na+]>[NH:9]1[C:13]2[CH:14]=[C:15]([C:5](=[O:6])[CH2:4][CH2:3][CH2:2][C:1]([OH:7])=[O:8])[CH:16]=[CH:17][C:12]=2[NH:11][C:10]1=[O:18] |f:2.3.4.5,8.9|. Reported procedure: To a suspension of glutaric anhydride (3.42 g, 30 mmol) and benzimidazol-2(3H)-one (4.02 g, 30 mmol) in tetrachloroethane (100 ml), was added aluminium chloride from a freshly opened container (14.0 g, 105 mmol) in small portions. This mixture was heated to 120 C for 105 min, cooled to room temperature, then poured onto a mixture of ice (75 g) and concentrated hydrochloric acid (20 ml). The suspension was stirred overnight to break up solids that had formed. The tetrachloroethane was azeotropica... Reactants: [BH4-], CCOC(=O)C(Cc1cnccn1)NC(C)=O, CCO, [Na+], O. The product is CC(=O)NC(CO)Cc1cnccn1. As a reaction SMILES: [BH4-:1].[C:3]([CH3:4])(=[O:5])[NH:6][CH:7]([C:8](=[O:9])[O:10][CH2:11][CH3:12])[CH2:13][c:14]1[n:15][cH:16][cH:17][n:18][cH:19]1.[CH3:20][CH2:21][OH:22].[Na+:2].[OH2:23]>>[C:3]([CH3:4])(=[O:5])[NH:6][CH:7]([CH2:8][OH:9])[CH2:13][c:14]1[n:15][cH:16][cH:17][n:18][cH:19]1. Starting materials: [Al+3], COc1ccc(-c2cc3ccc(OC)cc3s2)cc1, COc1cccc(OC)c1C(=O)Cl, CCOC(C)=O, [Cl-], [Cl-], [Cl-], ClCCl, O. Yields the product COc1ccc(-c2sc3cc(OC)ccc3c2C(=O)c2c(OC)cccc2OC)cc1. Reaction SMILES: [Al+3:34].[CH3:1][O:2][c:3]1[cH:4][cH:5][c:6](-[c:9]2[cH:10][c:11]3[c:12]([s:13]2)[cH:14][c:15]([O:18][CH3:19])[cH:16][cH:17]3)[cH:7][cH:8]1.[CH3:20][O:21][c:22]1[c:23]([C:24](=[O:25])[Cl:26])[c:27]([O:31][CH3:32])[cH:28][cH:29][cH:30]1.[CH3:41][CH2:42][O:43][C:44]([CH3:45])=[O:46].[Cl-:33].[Cl-:35].[Cl-:36].[Cl:38][CH2:39][Cl:40].[OH2:37]>>[CH3:1][O:2][c:3]1[cH:4][cH:5][c:6](-[c:9]2[c:10]([C:24]([c:23]3[c:22]([O:21][CH3:20])[cH:30][cH:29][cH:28][c:27]3[O:31][CH3:32])=[O:25])[c:11]3[c:12]([s:13]2)[cH:14][c:15]([O:18][CH3:19])[cH:16][cH:17]3)[cH:7][cH:8]1. Reactants: CCCN(CC1CC1)c1cc(C(=O)O)ncn1, CC(C)NC(C)C, ClCCl, CN(C)C=O, O, Nc1cccc2[nH]ccc12. Product: CCCN(CC1CC1)c1cc(C(=O)Nc2cccc3[nH]ccc23)ncn1. As a reaction SMILES: [CH:1]1([CH2:4][N:5]([c:6]2[cH:7][c:8]([C:12](=[O:13])[OH:14])[n:9][cH:10][n:11]2)[CH2:15][CH2:16][CH3:17])[CH2:2][CH2:3]1.[CH:33]([NH:34][CH:35]([CH3:36])[CH3:37])([CH3:38])[CH3:39].[Cl:40][CH2:41][Cl:42].[O:18]=[CH:19][N:20]([CH3:21])[CH3:22].[OH2:43].[nH:23]1[cH:24][cH:25][c:26]2[c:27]([NH2:32])[cH:28][cH:29][cH:30][c:31]12>>[CH:1]1([CH2:4][N:5]([c:6]2[cH:7][c:8]([C:12](=[O:14])[NH:32][c:27]3[c:26]4[cH:25][cH:24][nH:23][c:31]4[cH:30][cH:29][cH:28]3)[n:9][cH:10][n:11]2)[CH2:15][CH2:16][CH3:17])[CH2:2][CH2:3]1. Reactants: C(CCC)[Li] (n-butyllithium), Compound 1, O1CCCC1 (tetrahydrofuran), C(OCC)(OCC)=O (diethyl carbonate), O1CCCC1 (THF), C(C)(C)NC(C)C (diisopropylamine), O1C(=CC=C1)C=O (furan-2-carbaldehyde), O1CCCC1 (THF). Solvent: CCCCCC (hexane). Run at temperature -60 celsius, time 10 minute. Yields the product O1C(OCC1)COC(C=CC=1OC=CC1)=O ((1,3-dioxolan2-yl)methyl-3-(furan-2-yl)acrylate), compound 5. As a reaction SMILES: C([Li])CCC.C(N[CH:10]([CH3:12])[CH3:11])(C)C.[C:13](=[O:20])([O:17][CH2:18][CH3:19])OCC.[O:21]1C=CC=[C:22]1[CH:26]=[O:27].[O:28]1[CH2:32][CH2:31][CH2:30]C1>CCCCCC>[O:21]1[CH2:22][CH2:26][O:27][CH:19]1[CH2:18][O:17][C:13](=[O:20])[CH:30]=[CH:31][C:32]1[O:28][CH:12]=[CH:10][CH:11]=1. Reported procedure: In the next step, n-butyllithium (2.15 equivalents) in hexane was cooled to −70° C. and diisopropylamine (2.25 equivalents) was added while keeping the temperature below −60° C. Compound 1″ (1 equivalent) dissolved in tetrahydrofuran (THF) was added over 30 min at −70° C. After 10 min, diethyl carbonate (1.05 equivalents) dissolved in THF was added over 30 min keeping the reaction temperature below −60° C. After stirring for one hour at −60° C., the reaction was allowed to warm to 15° C. and fur... Reactants: C(C)(C)(C)OC(NCCCNC(=O)[C@@H]1N[C@H]([C@]([C@H]1C1=C(C(=CC=C1)Cl)F)(C#N)C1=C(C=C(C=C1)Cl)F)CC(C)(C)C)=O (Rac (3-{[(2R,3S,4R,5S)-3-(3-Chloro-2-fluoro-phenyl)-4-(4-chloro-2-fluoro-phenyl)-4-cyano-5-(2,2-dimethyl-propyl)-pyrrolidine-2-carbonyl]-amino}-propyl)-carbamic acid tert-butyl ester). Run in C(=O)(C(F)(F)F)O.C(Cl)Cl (TFA methylene chloride). Yields the product NCCCNC(=O)C1NC(C(C1C1=C(C(=CC=C1)Cl)F)(C#N)C1=C(C=C(C=C1)Cl)F)CC(C)(C)C (rac (2R,3S,4R,5S)-3-(3-Chloro-2-fluoro-phenyl)-4-(4-chloro-2-fluoro-phenyl)-4-cyano-5-(2,2-dimethyl-propyl)-pyrrolidine-2-carboxylic acid (3-amino-propyl)-amide). RXN SMILES: C(OC(=O)[NH:7][CH2:8][CH2:9][CH2:10][NH:11][C:12]([C@H:14]1[C@H:18]([C:19]2[CH:24]=[CH:23][CH:22]=[C:21]([Cl:25])[C:20]=2[F:26])[C@:17]([C:29]2[CH:34]=[CH:33][C:32]([Cl:35])=[CH:31][C:30]=2[F:36])([C:27]#[N:28])[C@H:16]([CH2:37][C:38]([CH3:41])([CH3:40])[CH3:39])[NH:15]1)=[O:13])(C)(C)C>C(O)(C(F)(F)F)=O.C(Cl)Cl>[NH2:7][CH2:8][CH2:9][CH2:10][NH:11][C:12]([CH:14]1[CH:18]([C:19]2[CH:24]=[CH:23][CH:22]=[C:21]([Cl:25])[C:20]=2[F:26])[C:17]([C:29]2[CH:34]=[CH:33][C:32]([Cl:35])=[CH:31][C:30]=2[F:36])([C:27]#[N:28])[CH:16]([CH2:37][C:38]([CH3:41])([CH3:40])[CH3:39])[NH:15]1)=[O:13] |f:1.2|. Procedure details: Rac (3-{[(2R,3S,4R,5S)-3-(3-Chloro-2-fluoro-phenyl)-4-(4-chloro-2-fluoro-phenyl)-4-cyano-5-(2,2-dimethyl-propyl)-pyrrolidine-2-carbonyl]-amino}-propyl)-carbamic acid tert-butyl ester (815 mg) was treated with 30% TFA/methylene chloride (10 mL) overnight. Removal of solvent and freeze drying of the residue give a white powder. 800 mg.